This data is from the Open Reaction Database (ORD), a public repository of structured organic reaction records. The task is: describe an organic reaction: reactants, conditions, products, and yield Starting materials: [C@@H]1(C[C@H](O)[C@H](O1)CO)N1C(=CC(=C1)I)[N+](=O)[O-] (1-(2-Deoxy-β-D-ribofuranosyl)-4-iodo-2-nitropyrrole), [C@@H]1(C[C@H](O)[C@H](O1)CO)N1C(=CC(=C1)I)[N+](=O)[O-] (1-(2-Deoxy-β-D-ribofuranosyl)-4-iodo-2-nitropyrrole), C(CCC)[Sn](C#CC)(CCCC)CCCC (tributyl(1-propynyl)tin). Reagents/catalysts: Cl[Pd]([P](C1=CC=CC=C1)(C2=CC=CC=C2)C3=CC=CC=C3)([P](C4=CC=CC=C4)(C5=CC=CC=C5)C6=CC=CC=C6)Cl (Pd(PPh3)2Cl2). The solvent is CN(C)C=O (DMF). Reaction conditions: temperature 100 celsius. Product: [C@@H]1(C[C@H](O)[C@H](O1)CO)N1C(=CC(=C1)C#CC)[N+](=O)[O-] (1-(2-deoxy-β-D-ribofuranosyl)-4-propynyl-2-nitropyrrole). The yield is 59.4%. As a reaction SMILES: [C@@H:1]1([N:9]2[CH:13]=[C:12](I)[CH:11]=[C:10]2[N+:15]([O-:17])=[O:16])[O:6][C@H:5]([CH2:7][OH:8])[C@@H:3]([OH:4])[CH2:2]1.[CH2:18]([Sn](CCCC)(CCCC)C#CC)[CH2:19][CH2:20]C>CN(C=O)C.Cl[Pd](Cl)([P](C1C=CC=CC=1)(C1C=CC=CC=1)C1C=CC=CC=1)[P](C1C=CC=CC=1)(C1C=CC=CC=1)C1C=CC=CC=1>[C@@H:1]1([N:9]2[CH:13]=[C:12]([C:18]#[C:19][CH3:20])[CH:11]=[C:10]2[N+:15]([O-:17])=[O:16])[O:6][C@H:5]([CH2:7][OH:8])[C@@H:3]([OH:4])[CH2:2]1 |^1:41,60|. Procedure: 1-(2-Deoxy-β-D-ribofuranosyl)-4-iodo-2-nitropyrrole (Compound 1) (280 mg, 0.79 mmol) and Pd(PPh3)2Cl2 (56 mg, 0.08 mmol) were dissolved in DMF (7.9 ml), followed by addition of tributyl(1-propynyl)tin (481 μl, 1.6 mmol). The reaction mixture was heated at 100° C. for 1.5 hours, concentrated and then purified on a silica gel column (CH2Cl2:MeOH, 50:1, v/v) and by HPLC (34%-35% CH3CN, 13 minutes) to give Compound 2 (125 mg, 60%). Starting materials: CCOC(=O)c1cc(C)n(-c2ccc(F)c(Cl)c2)n1, CO, N. The product is Cc1cc(C(N)=O)nn1-c1ccc(F)c(Cl)c1. RXN SMILES: [CH2:2]([O:4][C:5](=[O:3])[c:7]1[n:8][n:9](-[c:13]2[cH:14][c:15]([Cl:20])[c:16]([F:19])[cH:17][cH:18]2)[c:10]([CH3:12])[cH:11]1)[CH3:6].[CH3:21][OH:22].[NH3:1]>>[NH2:1][C:5](=[O:4])[c:7]1[n:8][n:9](-[c:13]2[cH:14][c:15]([Cl:20])[c:16]([F:19])[cH:17][cH:18]2)[c:10]([CH3:12])[cH:11]1. Procedure: 4′-[2-(tert-Butoxycarbonylamino)ethoxy]-2,6-dimethoxybenzanilide (1.17 g) was added with 4N HCl/dioxane (5 ml) and mixed for 6 hours at room temperature. The reaction mixture was concentrated under vacuum and residue was dissolved into chloroform (50 ml). The solution was washed with 1N sodium hydroxide aqueous solution (10 ml) followed by saturated sodium chloride (20 ml). After concentration under vacuum to small volume, the solution was subjected to purification by silica-gel column chromatog... RXN SMILES: C(OC([NH:8][CH2:9][CH2:10][O:11][C:12]1[CH:30]=[CH:29][C:15]([NH:16][C:17](=[O:28])[C:18]2[C:23]([O:24][CH3:25])=[CH:22][CH:21]=[CH:20][C:19]=2[O:26][CH3:27])=[CH:14][CH:13]=1)=O)(C)(C)C.Cl.O1CCOCC1>>[NH2:8][CH2:9][CH2:10][O:11][C:12]1[CH:30]=[CH:29][C:15]([NH:16][C:17](=[O:28])[C:18]2[C:19]([O:26][CH3:27])=[CH:20][CH:21]=[CH:22][C:23]=2[O:24][CH3:25])=[CH:14][CH:13]=1 |f:1.2|. Isolated yield 83.3%. The product is NCCOC1=CC=C(NC(C2=C(C=CC=C2OC)OC)=O)C=C1 (4′-(2-aminoethoxy)-2,6-dimethoxybenzanilide). Reactants: C(C)(C)(C)OC(=O)NCCOC1=CC=C(NC(C2=C(C=CC=C2OC)OC)=O)C=C1 (4′-[2-(tert-Butoxycarbonylamino)ethoxy]-2,6-dimethoxybenzanilide), Cl.O1CCOCC1 (HCl dioxane). The reactants are COC(OC)N(C)C, CCOC(=O)CC(=O)c1ccc(OC)c(OC)c1, C1CCOC1. Product: CCOC(=O)C(=CN(C)C)C(=O)c1ccc(OC)c(OC)c1. Reaction SMILES: [CH3:19][O:20][CH:21]([N:22]([CH3:23])[CH3:24])[O:25][CH3:26].[CH3:1][O:2][c:3]1[cH:4][c:5]([C:6](=[O:7])[CH2:8][C:9](=[O:10])[O:11][CH2:12][CH3:13])[cH:14][cH:15][c:16]1[O:17][CH3:18].[O:27]1[CH2:28][CH2:29][CH2:30][CH2:31]1>>[CH3:1][O:2][c:3]1[cH:4][c:5]([C:6](=[O:7])[C:8]([C:9](=[O:10])[O:11][CH2:12][CH3:13])=[CH:21][N:22]([CH3:23])[CH3:24])[cH:14][cH:15][c:16]1[O:17][CH3:18]. Starting materials: BrCC1CO1, CC(C)=O, CN(C)C. Product: [Br-], C[N+](C)(C)CC1CO1. RXN SMILES: [Br:5][CH2:6][CH:7]1[CH2:8][O:9]1.[CH3:10][C:11](=[O:12])[CH3:13].[CH3:1][N:2]([CH3:3])[CH3:4]>>[Br-:5].[CH3:1][N+:2]([CH3:3])([CH3:4])[CH2:6][CH:7]1[CH2:8][O:9]1. Reactants: O.[OH-].[Li+] (Lithium hydroxide monohydrate), ester, methyl ester, OC=1C=C(C(=O)NC2=NN(C=C2)C)C=C(C1)O[C@H](COC)C (3-hydroxy-5-[(1S)-2-methoxy-(1-methylethyl)oxy]-N-(1-methyl-1H-pyrazol-3-yl)benzamide), ClC=1N=CC(=NC1)C(=O)OC (methyl 5-chloropyrazine-2-carboxylate), C([O-])([O-])=O.[K+].[K+] (potassium carbonate). The solvent is O (water), C1CCOC1 (THF), C(C)#N (acetonitrile). Run at temperature 160 celsius, time 4 hour. The product is C[C@@H](COC)OC=1C=C(C=C(C1)C(=O)NC1=NN(C=C1)C)OC=1N=CC(=NC1)C(=O)O (5-[(3-{[(1S)-1-Methyl-2-(methyloxy)ethyl]oxy}-5-{[(1-methyl-1H-pyrazol-3-yl)amino]carbonyl}phenyl)oxy]pyrazine-2-carboxylic acid). Isolated yield 53.7%. As a reaction SMILES: [OH:1][C:2]1[CH:3]=[C:4]([CH:14]=[C:15]([O:17][C@@H:18]([CH3:22])[CH2:19][O:20][CH3:21])[CH:16]=1)[C:5]([NH:7][C:8]1[CH:12]=[CH:11][N:10]([CH3:13])[N:9]=1)=[O:6].Cl[C:24]1[N:25]=[CH:26][C:27]([C:30]([O:32]C)=[O:31])=[N:28][CH:29]=1.C(=O)([O-])[O-].[K+].[K+].O.[OH-].[Li+]>C(#N)C.O.C1COCC1>[CH3:22][C@H:18]([O:17][C:15]1[CH:16]=[C:2]([O:1][C:24]2[N:25]=[CH:26][C:27]([C:30]([OH:32])=[O:31])=[N:28][CH:29]=2)[CH:3]=[C:4]([C:5]([NH:7][C:8]2[CH:12]=[CH:11][N:10]([CH3:13])[N:9]=2)=[O:6])[CH:14]=1)[CH2:19][O:20][CH3:21] |f:2.3.4,5.6.7|. Procedure: A mixture of 3-hydroxy-5-[(1S)-2-methoxy-(1-methylethyl)oxy]-N-(1-methyl-1H-pyrazol-3-yl)benzamide (0.226 g, 0.74 mmol), methyl 5-chloropyrazine-2-carboxylate (192 mg, 1.11 mmol) and potassium carbonate (205 mg, 1.48 mmol) in acetonitrile (5 mL) was stirred in a ‘Biotage initiator Microwave’ at 160° C. for 4 hours. The solvent was removed in vacuo and water (30 mL) added. The mixture was acidified and extracted into ethyl acetate (3×50 mL), the combined organics washed with brine (30 mL), dried ...